From a dataset of the Open Reaction Database (ORD), a public repository of structured organic reaction records. describe an organic reaction: reactants, conditions, products, and yield Starting materials: NC1=C(C(=O)NC2=CC3=C(N(C=N3)C(CC(=O)OCC)C3=CC=CC=C3)C=C2)C=CC=C1 (ethyl 3-{5-[(2-aminobenzoyl)amino]-1H-benzimidazol-1-yl}-3-phenylpropanoate), solution. Solvent: Cl (hydrochloric acid). Yields the product NC1=C(C(=O)NC2=CC3=C(N(C=N3)C(CC(=O)O)C3=CC=CC=C3)C=C2)C=CC=C1 (3-{5-[(2-Aminobenzoyl)amino]-1H-benzimidazol-1-yl}-3-phenylpropanoic acid), Phase II. RXN SMILES: [NH2:1][C:2]1[CH:32]=[CH:31][CH:30]=[CH:29][C:3]=1[C:4]([NH:6][C:7]1[CH:28]=[CH:27][C:10]2[N:11]([CH:14]([C:21]3[CH:26]=[CH:25][CH:24]=[CH:23][CH:22]=3)[CH2:15][C:16]([O:18]CC)=[O:17])[CH:12]=[N:13][C:9]=2[CH:8]=1)=[O:5]>Cl>[NH2:1][C:2]1[CH:32]=[CH:31][CH:30]=[CH:29][C:3]=1[C:4]([NH:6][C:7]1[CH:28]=[CH:27][C:10]2[N:11]([CH:14]([C:21]3[CH:26]=[CH:25][CH:24]=[CH:23][CH:22]=3)[CH2:15][C:16]([OH:18])=[O:17])[CH:12]=[N:13][C:9]=2[CH:8]=1)=[O:5]. Reported procedure: A solution of ethyl 3-{5-[(2-aminobenzoyl)amino]-1H-benzimidazol-1-yl}-3-phenylpropanoate (15 mg, 35 μmol) in hydrochloric acid (10 mL of a 5N solution) was stirred at room temperature for 72 hours. The solution was then evaporated in vacuo, and the residue was purified by RP-HPLC to afford the title compound, [LCMS (Method A, Mobile Phase II) RT=3.75 min, MH+ 401].